Dataset: the Open Reaction Database (ORD), a public repository of structured organic reaction records. Task: describe an organic reaction: reactants, conditions, products, and yield Reactants: OC1=C(C=C(C=2C(C3=C(C=C(C(=C3C(C12)=O)O)S(=O)(=O)O)N)=O)N)S(=O)(=O)O (1,8-dihydroxy-4,5-diaminoanthraquinone-2,7-disulfonic acid), [OH-].[Na+] (sodium hydroxide), S(=O)([O-])S(=O)[O-].[Na+].[Na+] (sodium hydrosulfite). Conditions: temperature 70 celsius, time 1 hour. Yields the product 20, C1CC(=O)C2=C(C3=C(C=CC(=C3C(=C2C1=O)O)O)O)O (leuco 1,4,5,8-tetrahydroxyanthraquinone). As a reaction SMILES: [OH:1][C:2]1[C:15]2[C:14](=[O:16])[C:13]3[C:8](=[C:9](N)[CH:10]=[C:11](S(O)(=O)=O)[C:12]=3[OH:17])[C:7](=[O:23])[C:6]=2[C:5](N)=[CH:4][C:3]=1S(O)(=O)=O.[OH-:29].[Na+].S(S([O-])=O)([O-])=[O:32].[Na+].[Na+]>>[CH2:3]1[C:2](=[O:1])[C:15]2[C:6](=[C:7]([OH:23])[C:8]3[C:13]([C:14]=2[OH:16])=[C:12]([OH:17])[CH:11]=[CH:10][C:9]=3[OH:32])[C:5](=[O:29])[CH2:4]1 |f:1.2,3.4.5|. Procedure details: The 1,8-dihydroxy-4,5-diaminoanthraquinone-2,7-disulfonic acid reaction mixture prepared as in Example 5c, was cooled to 70°C. It was then treated with 117 parts of 50% sodium hydroxide solution and 70 parts of sodium hydrosulfite. The mixture was heated to 78° to 100°C and held at that temperature for 1 hour. It was then cooled to 60°C and filtered. The product was washed with dilute sodium sulfate solution containing about 1% of sodium hydrosulfite and the washed cake was immediately slurried ... Reactants: P(=O)(OC)(OC)OC (trimethyl phosphate), [N+](=O)([O-])C=1C=C(C=CC1)N1C(NC(C2=C1N=CC=C2)=O)=O (1-(m-nitrophenyl)pyrido[2,3-d]pyrimidine-2,4(1H,3H)-dione), O (water). Solvent: CN(C=O)C (dimethylformamide). The product is [N+](=O)([O-])C=1C=C(C=CC1)N1C(N(C(C2=C1N=CC=C2)=O)C)=O (1-(m-nitrophenyl)-3-methylpyrido[2,3-d]pyrimidine-2,4(1H,3H)-dione). The yield is 85.1%. As a reaction SMILES: [N+:1]([C:4]1[CH:5]=[C:6]([N:10]2[C:15]3[N:16]=[CH:17][CH:18]=[CH:19][C:14]=3[C:13](=[O:20])[NH:12][C:11]2=[O:21])[CH:7]=[CH:8][CH:9]=1)([O-:3])=[O:2].P(OC)(OC)(O[CH3:25])=O.O>CN(C)C=O>[N+:1]([C:4]1[CH:5]=[C:6]([N:10]2[C:15]3[N:16]=[CH:17][CH:18]=[CH:19][C:14]=3[C:13](=[O:20])[N:12]([CH3:25])[C:11]2=[O:21])[CH:7]=[CH:8][CH:9]=1)([O-:3])=[O:2]. Procedure: 2.8 g of 1-(m-nitrophenyl)pyrido[2,3-d]pyrimidine-2,4(1H,3H)-dione was dissolved in 30 ml of dry dimethylformamide. To this was added 4.2 g of trimethyl phosphate and the mixture was refluxed for 6 hours. After the reaction was complete, the solvent was distilled off from the mixture, and to the residue obtained was added water to precipitate a crude product. The product was recrystallized from acetone to yield 2.5 g of 1-(m-nitrophenyl)-3-methylpyrido[2,3-d]pyrimidine-2,4(1H,3H)-dione as pale y... Starting materials: O=C1N(Cc2ccc(Cl)s2)c2ccccc2C12COc1ccc(Br)cc12, O=C1N(Cc2ccc(Cl)s2)c2cccc(Br)c2C12COc1cc3c(cc12)OCO3, CN(C)c1ccc(B(O)O)cn1, COc1ccc(B(O)O)cn1. The product is COc1ccc(-c2ccc3c(c2)C2(CO3)C(=O)N(Cc3ccc(Cl)s3)c3ccccc32)cn1. Reaction SMILES: [Br:24][c:25]1[cH:26][cH:27][c:28]2[c:29]([cH:49]1)[C:30]1([CH2:31][O:32]2)[C:33](=[O:48])[N:34]([CH2:41][c:42]2[s:43][c:44]([Cl:47])[cH:45][cH:46]2)[c:35]2[cH:36][cH:37][cH:38][cH:39][c:40]21.[Br:50][c:51]1[cH:52][cH:53][cH:54][c:55]2[c:78]1[C:66]1([C:64](=[O:65])[N:56]2[CH2:57][c:58]2[s:59][c:60]([Cl:61])[cH:62][cH:63]2)[c:67]2[cH:68][c:69]3[c:73]([cH:74][c:75]2[O:76][CH2:77]1)[O:72][CH2:71][O:70]3.[CH3:12][N:13]([CH3:14])[c:15]1[n:16][cH:17][c:18]([B:19]([OH:20])[OH:21])[cH:22][cH:23]1.[CH3:1][O:2][c:3]1[cH:4][cH:5][c:6]([B:9]([OH:10])[OH:11])[cH:7][n:8]1>>[CH3:1][O:2][c:3]1[cH:4][cH:5][c:6](-[c:25]2[cH:26][cH:27][c:28]3[c:29]([cH:49]2)[C:30]2([CH2:31][O:32]3)[C:33](=[O:48])[N:34]([CH2:41][c:42]3[s:43][c:44]([Cl:47])[cH:45][cH:46]3)[c:35]3[cH:36][cH:37][cH:38][cH:39][c:40]32)[cH:7][n:8]1. Product: CCCOc1cccc(C=O)c1. Reactants: O=C([O-])[O-], CCCI, CCC(C)=O, [K+], [K+], O=Cc1cccc(O)c1. RXN SMILES: [C:14](=[O:15])([O-:16])[O-:17].[CH2:10]([CH2:11][CH3:12])[I:13].[CH3:20][C:21](=[O:22])[CH2:23][CH3:24].[K+:18].[K+:19].[OH:1][c:2]1[cH:3][c:4]([CH:5]=[O:6])[cH:7][cH:8][cH:9]1>>[O:1]([c:2]1[cH:3][c:4]([CH:5]=[O:6])[cH:7][cH:8][cH:9]1)[CH2:10][CH2:11][CH3:12]. Reactants: ClC=1C=C(C=CC1OC(F)F)C1=NC(=NO1)C1=C2C=CN=C(C2=CC=C1)CCC(=O)OC(C)(C)C (1,1-Dimethylethyl 3-[5-(5-{3-chloro-4-[(difluoromethyl)oxy]phenyl}-1,2,4-oxadiazol-3-yl)-1-isoquinolinyl]propanoate). Solvent: Cl (hydrogen chloride), O1CCOCC1 (1,4-dioxane), CO (MeOH). Run at time 2 hour. Yields the product ClC=1C=C(C=CC1OC(F)F)C1=NC(=NO1)C1=C2C=CN=C(C2=CC=C1)CCC(=O)O (3-[5-(5-{3-Chloro-4-[(difluoromethyl)oxy]phenyl}-1,2,4-oxadiazol-3-yl)-1-isoquinolinyl]propanoic acid). The yield is 44.9%. Reaction SMILES: [Cl:1][C:2]1[CH:3]=[C:4]([C:12]2[O:16][N:15]=[C:14]([C:17]3[CH:26]=[CH:25][CH:24]=[C:23]4[C:18]=3[CH:19]=[CH:20][N:21]=[C:22]4[CH2:27][CH2:28][C:29]([O:31]C(C)(C)C)=[O:30])[N:13]=2)[CH:5]=[CH:6][C:7]=1[O:8][CH:9]([F:11])[F:10]>Cl.O1CCOCC1.CO>[Cl:1][C:2]1[CH:3]=[C:4]([C:12]2[O:16][N:15]=[C:14]([C:17]3[CH:26]=[CH:25][CH:24]=[C:23]4[C:18]=3[CH:19]=[CH:20][N:21]=[C:22]4[CH2:27][CH2:28][C:29]([OH:31])=[O:30])[N:13]=2)[CH:5]=[CH:6][C:7]=1[O:8][CH:9]([F:11])[F:10]. Reported procedure: 1,1-Dimethylethyl 3-[5-(5-{3-chloro-4-[(difluoromethyl)oxy]phenyl}-1,2,4-oxadiazol-3-yl)-1-isoquinolinyl]propanoate (D46; 32 mg, 0.064 mmol) was dissolved in 4M hydrogen chloride in 1,4-dioxane, and the solution allowed to stand at room temperature for 2 h. The solvent was evaporated in vacuo to give a white solid which was triturated under dry ether (3×5 ml) to give a white solid. The sample was dissolved in 1:1 MeOH:DMSO (1 ml) and purified by Mass Directed Preparative HPLC (Supelcosil ABZ+Plu... The reactants are FC=1C=C2C(=CC=NC2=CC1)O (6-Fluoro-4-hydroxyquinoline), C=O (formaldehyde). Solvent: [OH-].[Na+] (sodium hydroxide). The product is FC=1C=C2C(=C(C=NC2=CC1)CO)O (6-fluoro-4-hydroxy-3-hydroxymethylquinoline). RXN SMILES: [F:1][C:2]1[CH:3]=[C:4]2[C:9](=[CH:10][CH:11]=1)[N:8]=[CH:7][CH:6]=[C:5]2[OH:12].[CH2:13]=[O:14]>[OH-].[Na+]>[F:1][C:2]1[CH:3]=[C:4]2[C:9](=[CH:10][CH:11]=1)[N:8]=[CH:7][C:6]([CH2:13][OH:14])=[C:5]2[OH:12] |f:2.3|. Procedure: 6-Fluoro-4-hydroxyquinoline was reacted with 40% aqueous formaldehyde in aqueous sodium hydroxide solution to give the novel 6-fluoro-4-hydroxy-3-hydroxymethylquinoline m.p. 310°-315°. The product was methylated with dimethyl sulphate to give the novel 6-fluoro-1-methyl-3-hydroxymethyl-4-quinolone, m.p. 209°-212°. Reaction of this product with thionyl chloride, then sodium methanethiolate gave the novel 6-fluoro-1-methyl-3-methylthiomethyl-4-quinolone, m.p. 114°-116° (from industrial methylated ...